Dataset: the Open Reaction Database (ORD), a public repository of structured organic reaction records. Task: describe an organic reaction: reactants, conditions, products, and yield Starting materials: CS(=O)(=O)OCCN1N=C2CCC3=C(C2=C1)SC1=C3C(=NC=N1)NC1=CC(=C(C=C1)OCC1=CC(=CC=C1)F)Cl (2-[6-({3-chloro-4-[(3-fluorobenzyl)oxy]phenyl}amino)-4,5-dihydro-2H-pyrimido[5′,4′:4,5]thieno[2,3-e]indazol-2-yl]ethyl methanesulfonate), CN1CCNCC1 (1-methylpiperazine), C(C)(C)N(CC)C(C)C (diisopropylethylamine). Solvent: CC#N (CH3CN). The product is ClC=1C=C(C=CC1OCC1=CC(=CC=C1)F)NC=1N=CN=C2C1C1=C(C3=CN(N=C3CC1)CCN1CCN(CC1)C)S2 (N-{3-chloro-4-[(3-fluorobenzyl)oxy]phenyl}-2-[2-(4-methylpiperazin-1-yl)ethyl]-4,5-dihydro-2H-pyrimido[5′,4′:4,5]thieno[2,3-e]indazol-6-amine). Isolated yield 55.1%. RXN SMILES: CS(O[CH2:6][CH2:7][N:8]1[CH:16]=[C:15]2[C:10]([CH2:11][CH2:12][C:13]3[C:19]4[C:20]([NH:24][C:25]5[CH:30]=[CH:29][C:28]([O:31][CH2:32][C:33]6[CH:38]=[CH:37][CH:36]=[C:35]([F:39])[CH:34]=6)=[C:27]([Cl:40])[CH:26]=5)=[N:21][CH:22]=[N:23][C:18]=4[S:17][C:14]=32)=[N:9]1)(=O)=O.[CH3:41][N:42]1[CH2:47][CH2:46][NH:45][CH2:44][CH2:43]1.C(N(C(C)C)CC)(C)C>CC#N>[Cl:40][C:27]1[CH:26]=[C:25]([NH:24][C:20]2[N:21]=[CH:22][N:23]=[C:18]3[S:17][C:14]4[C:15]5[C:10]([CH2:11][CH2:12][C:13]=4[C:19]=23)=[N:9][N:8]([CH2:7][CH2:6][N:45]2[CH2:46][CH2:47][N:42]([CH3:41])[CH2:43][CH2:44]2)[CH:16]=5)[CH:30]=[CH:29][C:28]=1[O:31][CH2:32][C:33]1[CH:38]=[CH:37][CH:36]=[C:35]([F:39])[CH:34]=1. Reported procedure: To 250 mL CH3CN were sequentially added 2-[6-({3-chloro-4-[(3-fluorobenzyl)oxy]phenyl}amino)-4,5-dihydro-2H-pyrimido[5′,4′:4,5]thieno[2,3-e]indazol-2-yl]ethyl methanesulfonate (5.80 g, 9.67 mmol), 1-methylpiperazine (3.22 mL, 29.0 mmol), and diisopropylethylamine (3.37 mL, 19.3 mmol). The opaque white suspension was stirred with heating to reflux, upon which the contents turn brown and homogeneous. After 15 h the mixture was removed from heating, and allowed to cool to rt. The contents were conc... The reactants are [Li]CCCC, C1CCOC1, O=CN1CCOCC1, Cl, COc1ccc(F)c2c1OCCC2. Product: COc1cc(C=O)c(F)c2c1OCCC2. As a reaction SMILES: [CH2:14]([Li:15])[CH2:16][CH2:17][CH3:18].[CH2:28]1[O:29][CH2:30][CH2:31][CH2:32]1.[CH:19](=[O:20])[N:21]1[CH2:22][CH2:23][O:24][CH2:25][CH2:26]1.[ClH:27].[F:1][c:2]1[c:3]2[c:8]([c:9]([O:12][CH3:13])[cH:10][cH:11]1)[O:7][CH2:6][CH2:5][CH2:4]2>>[F:1][c:2]1[c:3]2[c:8]([c:9]([O:12][CH3:13])[cH:10][c:11]1[CH:19]=[O:20])[O:7][CH2:6][CH2:5][CH2:4]2.